Dataset: the Open Reaction Database (ORD), a public repository of structured organic reaction records. Task: describe an organic reaction: reactants, conditions, products, and yield Starting materials: O1CCOC12CCC1(C(NCC1)=O)CC2 (1,4-Dioxa-10-aza-dispiro[4.2.4.2]tetradecan-9-one), BrC1=CC=C(C=C1)C(F)(F)F (1-bromo-4-(trifluoromethyl)benzene). The product is FC(C1=CC=C(C=C1)N1C(C2(CCC3(OCCO3)CC2)CC1)=O)(F)F (10-(4-Trifluoromethyl-phenyl)-1,4-dioxa-10-aza-dispiro[4.2.4.2]tetradecan-9-one). Reaction SMILES: [O:1]1[C:5]2([CH2:15][CH2:14][C:8]3([CH2:12][CH2:11][NH:10][C:9]3=[O:13])[CH2:7][CH2:6]2)[O:4][CH2:3][CH2:2]1.Br[C:17]1[CH:22]=[CH:21][C:20]([C:23]([F:26])([F:25])[F:24])=[CH:19][CH:18]=1>>[F:24][C:23]([F:26])([F:25])[C:20]1[CH:21]=[CH:22][C:17]([N:10]2[CH2:11][CH2:12][C:8]3([CH2:14][CH2:15][C:5]4([O:4][CH2:3][CH2:2][O:1]4)[CH2:6][CH2:7]3)[C:9]2=[O:13])=[CH:18][CH:19]=1. Procedure details: The title compound was prepared in analogy to example 133, step 4 from 1,4-dioxa-10-aza-dispiro[4.2.4.2]tetradecan-9-one (described in example 133 step 3) and 1-bromo-4-(trifluoromethyl)benzene as white crystalline solid. MS (m/e): 356.146 [(M-H2O)H+]. Reactants: ClCCl, COC(=O)C(CN1CCc2[nH]ncc2C1)N(C(=O)OC(C)(C)C)C(=O)OC(C)(C)C, O=C(O)C(F)(F)F. The product is COC(=O)C(N)CN1CCc2[nH]ncc2C1. As a reaction SMILES: [CH2:38]([Cl:39])[Cl:40].[CH3:1][O:2][C:3]([CH:4]([CH2:5][N:6]1[CH2:7][c:8]2[c:9]([nH:12][n:13][cH:14]2)[CH2:10][CH2:11]1)[N:15]([C:16]([O:17][C:18]([CH3:19])([CH3:20])[CH3:21])=[O:22])[C:23]([O:24][C:25]([CH3:26])([CH3:27])[CH3:28])=[O:29])=[O:30].[OH:31][C:32]([C:33]([F:34])([F:35])[F:36])=[O:37]>>[CH3:1][O:2][C:3]([CH:4]([CH2:5][N:6]1[CH2:7][c:8]2[c:9]([nH:12][n:13][cH:14]2)[CH2:10][CH2:11]1)[NH2:15])=[O:30]. Reactants: C(=O)[O-].[NH4+] (ammonium formate), C(C)NC(=O)N1C(NC(=C(C1C=1N=COC1C1=CC=C(C=C1)Cl)C#N)C)=O (6-[5-(4-Chlorophenyl)-oxazol-4-yl]-5-cyano-4-methyl-2-oxo-3,6-dihydro-2H-pyrimidine-1-carboxylic acid ethylamide). Reagents/catalysts: [Pd] (Pd/C). Solvent: C(C)#N (acetonitrile). Product: C(C)NC(=O)N1C(NC(=C(C1C=1N=COC1C1=CC=CC=C1)C#N)C)=O (5-Cyano-4-methyl-2-oxo-6-(5-phenyloxazol-4-yl)-3,6-dihydro-2H-pyrimidine-1-carboxylic acid ethylamide). Isolated yield 45.0%. RXN SMILES: C([O-])=O.[NH4+].[CH2:5]([NH:7][C:8]([N:10]1[CH:15]([C:16]2[N:17]=[CH:18][O:19][C:20]=2[C:21]2[CH:26]=[CH:25][C:24](Cl)=[CH:23][CH:22]=2)[C:14]([C:28]#[N:29])=[C:13]([CH3:30])[NH:12][C:11]1=[O:31])=[O:9])[CH3:6]>[Pd].C(#N)C>[CH2:5]([NH:7][C:8]([N:10]1[CH:15]([C:16]2[N:17]=[CH:18][O:19][C:20]=2[C:21]2[CH:26]=[CH:25][CH:24]=[CH:23][CH:22]=2)[C:14]([C:28]#[N:29])=[C:13]([CH3:30])[NH:12][C:11]1=[O:31])=[O:9])[CH3:6] |f:0.1|. Procedure: Catalytic reduction (10% Pd/C, ammonium formate in refluxing acetonitrile) of the product of Example 99 gave the title compound in 45% yield. Starting materials: 3h, C1(CC1)N (Cyclopropylamine), COC(=O)C1=NC=C(C=C1)Br (5-bromo-pyridine-2-carboxylic acid methyl ester), [Li+].[OH-] (LiOH), C(C(=O)Cl)(=O)Cl (oxalyl chloride). The solvent is C(=O)(O)[O-].[Na+] (NaHCO3), C1CCOC1.CO (THF MeOH). Conditions: time 12 hour. Yields the product C1(CC1)NC(=O)C1=NC=C(C=C1)Br (5-Bromo-pyridine-2-carboxylic acid cyclopropylamide). As a reaction SMILES: CO[C:3]([C:5]1[CH:10]=[CH:9][C:8]([Br:11])=[CH:7][N:6]=1)=[O:4].[Li+].[OH-].C(Cl)(=O)C(Cl)=O.[CH:20]1([NH2:23])[CH2:22][CH2:21]1>C1COCC1.CO.C([O-])(O)=O.[Na+]>[CH:20]1([NH:23][C:3]([C:5]2[CH:10]=[CH:9][C:8]([Br:11])=[CH:7][N:6]=2)=[O:4])[CH2:22][CH2:21]1 |f:1.2,5.6,7.8|. Procedure: To a solution of 5-bromo-pyridine-2-carboxylic acid methyl ester (1.0 eq.) (see Synth. Commun., 1997, 27, 515) in THF:MeOH (2:1; 0.2M) was added aqueous LiOH (1M; 3.0 eq.). The mixture was stirred for 12 h, concentrated and dried under vacuum. The residue was diluted in CH2Cl2 (0.2M), oxalyl chloride (8.0 eq.) was added and the mixture was stirred for 3h, concentrated, dried under vacuum and diluted in CH2Cl2 (0.2M). Cyclopropylamine (10 eq.) was added and the mixture was stirred for 2 h, poured... The product is C[Si]1(N(CC(C1)C)CC=C)C (1,1,4-Trimethyl-2-allyl-2-aza-silacyclopentane). Procedure: 1,1,4-Trimethyl-2-allyl-2-aza-silacyclopentane was prepared. Chlorodimethyl(3-chloro-2-methylpropyl)silane (100 g, 0.54 mol) was slowly added to 211.73 g (3.71 mol, 6.87 eq) of undistilled allyl amine resulting in an exothermic reaction. This reaction mixture was stirred at room temperature for 15 hours, heated to reflux at atmospheric pressure for 72 hours, and heated to 120° C. under about 50 psig pressure for 16 hours. The following GC-MS ratios shown in Table I exemplified the reactions prog... Starting materials: Cl[Si](CC(CCl)C)(C)C (Chlorodimethyl(3-chloro-2-methylpropyl)silane), C(C=C)N (allyl amine). Conditions: time 15 hour. As a reaction SMILES: Cl[Si:2]([CH3:9])([CH3:8])[CH2:3][CH:4]([CH3:7])[CH2:5]Cl.[CH2:10]([NH2:13])[CH:11]=[CH2:12]>>[CH3:8][Si:2]1([CH3:9])[CH2:3][CH:4]([CH3:7])[CH2:5][N:13]1[CH2:10][CH:11]=[CH2:12]. Conditions: temperature 50 celsius. RXN SMILES: [CH3:1][C:2]([O:16][C:17](=[O:28])[CH2:18][O:19][C:20]1[CH:25]=[CH:24][C:23]([F:26])=[CH:22][C:21]=1[F:27])([CH3:15])[C:3]([C:5]1[CH:10]=[CH:9][C:8]([S:11]([CH3:14])(=[O:13])=[O:12])=[CH:7][CH:6]=1)=O.C1CCN2C(=NCCC2)CC1.ClCCl>C(#N)C>[F:27][C:21]1[CH:22]=[C:23]([F:26])[CH:24]=[CH:25][C:20]=1[O:19][C:18]1[C:17](=[O:28])[O:16][C:2]([CH3:15])([CH3:1])[C:3]=1[C:5]1[CH:10]=[CH:9][C:8]([S:11]([CH3:14])(=[O:13])=[O:12])=[CH:7][CH:6]=1. Product: FC1=C(OC=2C(OC(C2C2=CC=C(C=C2)S(=O)(=O)C)(C)C)=O)C=CC(=C1)F (3-(2,4-Difluorophenoxy)-5,5-dimethyl-4-(4-(methylsulfonyl) phenyl)-5H-furan-2-one). The reactants are CC(C(=O)C1=CC=C(C=C1)S(=O)(=O)C)(C)OC(COC1=C(C=C(C=C1)F)F)=O (2-(2,4-Difluorophenoxy)acetic acid 2-methyl-1-(4-(methylsulfonyl)phenyl)propan-1-one-2-yl ester), C1CCC2=NCCCN2CC1 (DBU), ClCCl (dichloromethane). Run in C(C)#N (acetonitrile). Yield: 27.1%. Procedure: To a solution of 2-(2,4-difluorophenoxy)acetic acid 2-methyl-1-(4-(methylsulfonyl)phenyl)propan-1-one-2-yl ester (Step 2) (470 mg, 1.14 mmol) in acetonitrile (7 mL) was added DBU (187 μL, 1.25 mmol) and the resulting solution was heated at 50° C. for 20 minutes. After cooling to r.t. dichloromethane was added and the mixture was washed with 1 N HCl, brine, filtered over cotton and the solvent evaporated under vacuum. Purification by silica gel chromatography followed by a swish in EtOAc/Et2O aff... Starting materials: CNCCNC, CCO, COc1ccccc1C=O, [Mg+2], O=S(=O)([O-])[O-]. Yields the product COc1ccccc1C1N(C)CCN1C. RXN SMILES: [CH3:11][NH:12][CH2:13][CH2:14][NH:15][CH3:16].[CH3:23][CH2:24][OH:25].[CH:1]([c:2]1[c:3]([O:8][CH3:9])[cH:4][cH:5][cH:6][cH:7]1)=[O:10].[Mg+2:17].[O-:18][S:19]([O-:20])(=[O:21])=[O:22]>>[CH:1]1([c:2]2[c:3]([O:8][CH3:9])[cH:4][cH:5][cH:6][cH:7]2)[N:12]([CH3:11])[CH2:13][CH2:14][N:15]1[CH3:16]. Starting materials: Clc1ncnc2c1CCN(Cc1ccccc1)C2, CC(C)O, Cc1ccc(N)cc1-c1cc2ccccc2cn1. Yields the product Cc1ccc(Nc2ncnc3c2CCN(Cc2ccccc2)C3)cc1-c1cc2ccccc2cn1. As a reaction SMILES: [CH2:1]([c:2]1[cH:3][cH:4][cH:5][cH:6][cH:7]1)[N:8]1[CH2:9][c:10]2[n:11][cH:12][n:13][c:14]([Cl:18])[c:15]2[CH2:16][CH2:17]1.[CH:37]([OH:38])([CH3:39])[CH3:40].[cH:19]1[n:20][c:21](-[c:29]2[cH:30][c:31]([NH2:32])[cH:33][cH:34][c:35]2[CH3:36])[cH:22][c:23]2[cH:24][cH:25][cH:26][cH:27][c:28]12>>[CH2:1]([c:2]1[cH:3][cH:4][cH:5][cH:6][cH:7]1)[N:8]1[CH2:9][c:10]2[n:11][cH:12][n:13][c:14]([NH:32][c:31]3[cH:30][c:29](-[c:21]4[n:20][cH:19][c:28]5[c:23]([cH:22]4)[cH:24][cH:25][cH:26][cH:27]5)[c:35]([CH3:36])[cH:34][cH:33]3)[c:15]2[CH2:16][CH2:17]1. Reactants: COc1ccc(Br)cc1C1Oc2ccccc2NC1=O, ClCCl, N#C[Cu], [NH4+], CN(C)C=O, [OH-]. Yields the product COc1ccc(C#N)cc1C1Oc2ccccc2NC1=O. As a reaction SMILES: [Br:1][c:2]1[cH:3][cH:4][c:5]([O:19][CH3:20])[c:6]([CH:8]2[O:9][c:10]3[c:11]([cH:15][cH:16][cH:17][cH:18]3)[NH:12][C:13]2=[O:14])[cH:7]1.[CH2:24]([Cl:25])[Cl:26].[Cu:21][C:22]#[N:23].[NH4+:27].[O:29]=[CH:30][N:31]([CH3:32])[CH3:33].[OH-:28]>>[c:2]1([C:22]#[N:23])[cH:3][cH:4][c:5]([O:19][CH3:20])[c:6]([CH:8]2[O:9][c:10]3[c:11]([cH:15][cH:16][cH:17][cH:18]3)[NH:12][C:13]2=[O:14])[cH:7]1.